Dataset: the Open Reaction Database (ORD), a public repository of structured organic reaction records. Task: describe an organic reaction: reactants, conditions, products, and yield Starting materials: Cc1nc(C(=O)N2CCOC3(CCN(Cc4cccc(CCOCCC(=O)OC(C)(C)C)c4)CC3)C2)cs1, ClCCl, O=C(O)C(F)(F)F. Product: Cc1nc(C(=O)N2CCOC3(CCN(Cc4cccc(CCOCCC(=O)O)c4)CC3)C2)cs1. As a reaction SMILES: [CH3:1][c:2]1[s:3][cH:4][c:5]([C:7](=[O:8])[N:9]2[CH2:10][CH2:11][O:12][C:13]3([CH2:14]2)[CH2:15][CH2:16][N:17]([CH2:20][c:21]2[cH:22][c:23]([CH2:24][CH2:25][O:26][CH2:27][CH2:28][C:29](=[O:30])[O:31][C:32]([CH3:33])([CH3:34])[CH3:35])[cH:36][cH:37][cH:38]2)[CH2:18][CH2:19]3)[n:6]1.[Cl:46][CH2:47][Cl:48].[F:39][C:40]([F:41])([F:42])[C:43]([OH:44])=[O:45]>>[CH3:1][c:2]1[s:3][cH:4][c:5]([C:7](=[O:8])[N:9]2[CH2:10][CH2:11][O:12][C:13]3([CH2:14]2)[CH2:15][CH2:16][N:17]([CH2:20][c:21]2[cH:22][c:23]([CH2:24][CH2:25][O:26][CH2:27][CH2:28][C:29](=[O:30])[OH:31])[cH:36][cH:37][cH:38]2)[CH2:18][CH2:19]3)[n:6]1. Starting materials: C(C1=CC=CC=C1)Br (benzyl bromide), ClC1=CC(=CC=2[C@@H]3[C@@H](NC(C12)=O)CN(C3)C(=O)OC(C)(C)C)CC ((3aR,9bS)-tert-butyl 6-chloro-5-oxo-8-ethyl-3,3a,4,5-tetrahydro-1H-pyrrolo[3,4-c]isoquinoline-2(9bH)-carboxylate). Yields the product Cl.C(C1=CC=CC=C1)N1C(C=2C(=CC(=CC2[C@@H]2[C@@H]1CNC2)CC)Cl)=O ((3aR,9bS)-4-Benzyl-6-chloro-8-ethyl-2,3,3a,4-tetrahydro-1H-pyrrolo[3,4-c]isoquinolin-5(9bH)-one hydrochloride). RXN SMILES: [CH2:1](Br)[C:2]1[CH:7]=[CH:6][CH:5]=[CH:4][CH:3]=1.[Cl:9][C:10]1[C:19]2[C:18](=[O:20])[NH:17][C@H:16]3[CH2:21][N:22](C(OC(C)(C)C)=O)[CH2:23][C@@H:15]3[C:14]=2[CH:13]=[C:12]([CH2:31][CH3:32])[CH:11]=1>>[ClH:9].[CH2:1]([N:17]1[C@H:16]2[CH2:21][NH:22][CH2:23][C@@H:15]2[C:14]2[CH:13]=[C:12]([CH2:31][CH3:32])[CH:11]=[C:10]([Cl:9])[C:19]=2[C:18]1=[O:20])[C:2]1[CH:7]=[CH:6][CH:5]=[CH:4][CH:3]=1 |f:2.3|. Reported procedure: Following the procedures described in Example 24, Parts A and B, except that benzyl bromide was used instead of iodomethane, (3aR,9bS)-tert-butyl 6-chloro-5-oxo-8-ethyl-3,3a,4,5-tetrahydro-1H-pyrrolo[3,4-c]isoquinoline-2(9bH)-carboxylate, the first eluting compound from the OD column separation of N-BOC intermediate enantiomers in Example 29 and 30 (the first eluting compound gave Example 29), was converted to the title compound of Example 43 as an off-white solid. 1H NMR (CD3OD): δ 7.40 (s, 1H)... Yields the product C(C(C)C)(=O)N[C@@H](CC1=CC=C(C=C1)OCCC1=CC=C(C=C1)COC)C(=O)OC (Methyl N-iso-Butyryl-O-{2-[4-(methoxymethyl)phenyl]ethyl}tyrosinate). Reported procedure: 2-[4-(Methoxymethyl)phenyl]ethanol (0.6 g, 3.61 mmol) and methyl N-isobutyryltyrosinate (1.15 g, 4.34 mmol) were mixed in dichloromethane (20 ml, dry). 1,1′-(Azodicarbonyl)dipiperidine (1.1 g, 4.36 mmol) and triphenylphosphine (1.14 g, 4.35 mmol) were then added respectively. The mixture was stirred at room temperature overnight and filtered. The filtrate was evaporated in vacuum to dry. Column chromatography of the residue on silica gel using ethyl acetate/heptane (gradient 5:95 to 50:50) as el... Solvent: ClCCl (dichloromethane). The yield is 47.6%. As a reaction SMILES: [CH3:1][O:2][CH2:3][C:4]1[CH:9]=[CH:8][C:7]([CH2:10][CH2:11][OH:12])=[CH:6][CH:5]=1.[C:13]([NH:18][C@H:19]([C:28]([O:30][CH3:31])=[O:29])[CH2:20][C:21]1[CH:26]=[CH:25][C:24](O)=[CH:23][CH:22]=1)(=[O:17])[CH:14]([CH3:16])[CH3:15].N(C(N1CCCCC1)=O)=NC(N1CCCCC1)=O.C1(P(C2C=CC=CC=2)C2C=CC=CC=2)C=CC=CC=1>ClCCl>[C:13]([NH:18][C@H:19]([C:28]([O:30][CH3:31])=[O:29])[CH2:20][C:21]1[CH:26]=[CH:25][C:24]([O:12][CH2:11][CH2:10][C:7]2[CH:8]=[CH:9][C:4]([CH2:3][O:2][CH3:1])=[CH:5][CH:6]=2)=[CH:23][CH:22]=1)(=[O:17])[CH:14]([CH3:15])[CH3:16]. Reaction conditions: time 8 hour. The reactants are COCC1=CC=C(C=C1)CCO (2-[4-(Methoxymethyl)phenyl]ethanol), C(C(C)C)(=O)N[C@@H](CC1=CC=C(C=C1)O)C(=O)OC (methyl N-isobutyryltyrosinate), N(=NC(=O)N1CCCCC1)C(=O)N1CCCCC1 (1,1′-(Azodicarbonyl)dipiperidine), C1(=CC=CC=C1)P(C1=CC=CC=C1)C1=CC=CC=C1 (triphenylphosphine). Starting materials: C(C)(C)(C)C1=CC(=C(C(=C1O)C)CCl)C (6-tert.-butyl-3-chloromethyl-2,4-dimethylphenol), P(OC)(OC)OC (trimethyl phosphite), P(OC)(OC)OC (trimethyl phosphite). Solvent: CCCCCCC (n-heptane). Yields the product C(C)(C)(C)C1=C(C(=C(CP(OC)(OC)=O)C(=C1)C)C)O (Dimethyl 4-tert.-Butyl-2,6-dimethyl-3-hydroxybenzylphosphonate). RXN SMILES: [C:1]([C:5]1[C:10]([OH:11])=[C:9]([CH3:12])[C:8]([CH2:13]Cl)=[C:7]([CH3:15])[CH:6]=1)([CH3:4])([CH3:3])[CH3:2].[P:16]([O:21]C)([O:19][CH3:20])[O:17][CH3:18]>CCCCCCC>[C:1]([C:5]1[CH:6]=[C:7]([CH3:15])[C:8]([CH2:13][P:16](=[O:21])([O:19][CH3:20])[O:17][CH3:18])=[C:9]([CH3:12])[C:10]=1[OH:11])([CH3:4])([CH3:3])[CH3:2]. Procedure: To 16.1 grams 6-tert.-butyl-3-chloromethyl-2,4-dimethylphenol dissolved in 40 ml. of dry n-heptane was added 9.55 grams of trimethyl phosphite. One-third of the trimethyl phosphite was initially added dropwise at room temperature, the remainder being added dropwise at 70°. The reaction mixture was then heated at reflux (97°) for ten hours and the residual white solid isolated by stripping off the volatiles by distillation at 50° to 60° at reduced pressure. The residue was triturated twice with p... Starting materials: C(CCCCCCCCCCC)[SiH](Cl)Cl (n-dodecyldichlorosilane), C=C (ethylene), H2PtCl6. Run in C(C)(C)O (isopropanol). Conditions: time 25 hour. Yields the product C(CCCCCCCCCCC)[Si](Cl)(Cl)CC (n-dodecylethyldichlorosilane). As a reaction SMILES: [CH2:1]([SiH:13]([Cl:15])[Cl:14])[CH2:2][CH2:3][CH2:4][CH2:5][CH2:6][CH2:7][CH2:8][CH2:9][CH2:10][CH2:11][CH3:12].[CH2:16]=[CH2:17]>C(O)(C)C>[CH2:1]([Si:13]([CH2:16][CH3:17])([Cl:15])[Cl:14])[CH2:2][CH2:3][CH2:4][CH2:5][CH2:6][CH2:7][CH2:8][CH2:9][CH2:10][CH2:11][CH3:12]. Procedure: Resultant n-dodecyldichlorosilane in an amount of 161.4 g (0.6 mol), 22.4 g of ethylene (0.8 mol) and a solution of H2PtCl6 ·6H2O in isopropanol (0.05 mol % relative to n-dodecyldichlorosilane) were charged in a pressure-proof stainless steel reactor. After sealing, reaction was carried out at 50° C. for 25 hours to give n-dodecylethyldichlorosilane [(n--C12H25)(C2H5)SiCl2 ]. Reactants: C(C)(=O)C1=CC2=C(N(C=N2)C2=CC(=CC=C2)C2=CCCN(C2)C)C=C1 (5-Acetyl-1-[3-(1-methyl-1,2,3,6-tetrahydropyrid-5-yl)phenyl]benzimidazole), Cl.C(C)ON (O-ethyl hydroxylamine hydrochloride). Solvent: C(C)O (ethanol). The product is C(C)ON=C(C)C1=CC2=C(N(C=N2)C2=CC(=CC=C2)C2=CCCN(C2)C)C=C1 (5-Acetyl-1-[3-(1-methyl-1,2,3,6-tetrahydropyrid-5-yl)phenyl]benzimidazole O-ethyl oxime). RXN SMILES: [C:1]([C:4]1[CH:25]=[CH:24][C:7]2[N:8]([C:11]3[CH:16]=[CH:15][CH:14]=[C:13]([C:17]4[CH2:22][N:21]([CH3:23])[CH2:20][CH2:19][CH:18]=4)[CH:12]=3)[CH:9]=[N:10][C:6]=2[CH:5]=1)(=O)[CH3:2].Cl.[CH2:27]([O:29][NH2:30])[CH3:28]>C(O)C>[CH2:27]([O:29][N:30]=[C:1]([C:4]1[CH:25]=[CH:24][C:7]2[N:8]([C:11]3[CH:16]=[CH:15][CH:14]=[C:13]([C:17]4[CH2:22][N:21]([CH3:23])[CH2:20][CH2:19][CH:18]=4)[CH:12]=3)[CH:9]=[N:10][C:6]=2[CH:5]=1)[CH3:2])[CH3:28] |f:1.2|. Procedure details: To a solution of 5-acetyl-1-[3-(1-methyl-1,2,3,6-tetrahydropyrid-5-yl)phenyl]-benzimidazole (7) (free base from above) in ethanol was added O-ethyl hydroxylamine hydrochloride. The mixture was heated to reflux for 1.5 hours whereafter the solvent was removed under reduced pressure. The residue was triturated with a mixture of diethyl ether and ethanol leaving 5-acetyl-1-[3-(1-methyl-1,2,3,6-tetrahydropyrid-5-yl)phenyl]benzimidazole O-ethyl oxime (3f8) as hygroscopic crystals. Mp 138-143° C., m/e... Reactants: C1(=CC=CC=C1)P(C1=CC=CC=C1)(C1=CC=CC=C1)=O (triphenylphosphine oxide), [PH4+] (phosphonium), C(=CC1=CC=CC=C1)C1=COC=C1 (3-styrylfuran), CC(C)([O-])C.[K+] (Potassium tert-butoxide), C(=O)C1=COC=C1 (3-formylfuran). Reagents/catalysts: [Cl-].C(C1=CC=CC=C1)[P+](C1=CC=CC=C1)(C1=CC=CC=C1)C1=CC=CC=C1 (benzyltriphenylphosphonium chloride). The solvent is CCOCC (ether), O (water), CCOCC (ether), CCOCC (ether). Reaction conditions: time 1 hour. Product: C(=C\C1=CC=CC=C1)/C1=COC=C1 ((E)-3-styrylfuran). Yield: 19.0%. Reaction SMILES: CC(C)([O-])C.[K+].C(C1C=COC=1)=O.C1(P(=O)(C2C=CC=CC=2)C2C=CC=CC=2)C=CC=CC=1.[PH4+].[CH:35]([C:43]1[CH:47]=[CH:46][O:45][CH:44]=1)=[CH:36][C:37]1[CH:42]=[CH:41][CH:40]=[CH:39][CH:38]=1>[Cl-].C([P+](C1C=CC=CC=1)(C1C=CC=CC=1)C1C=CC=CC=1)C1C=CC=CC=1.CCOCC.O>[CH:35](/[C:43]1[CH:47]=[CH:46][O:45][CH:44]=1)=[CH:36]\[C:37]1[CH:42]=[CH:41][CH:40]=[CH:39][CH:38]=1 |f:0.1,6.7|. Procedure: Potassium tert-butoxide (35.7 g) was added in one portion to a stirred suspension of benzyltriphenylphosphonium chloride (41.6 g) in ether (1 liter). After 1 hour, a solution of 3-formylfuran (17.5 g) in ether (60 ml) was added to the resulting orange mixture which was then stirred for 2 hours, poured into water, and extracted with ether. The extracts were washed with water, dried and concentrated to give a solid. Trituration of this solid with ether enabled much of the weakly-soluble triphenylp...